Dataset: the Open Reaction Database (ORD), a public repository of structured organic reaction records. Task: describe an organic reaction: reactants, conditions, products, and yield Starting materials: ClC1=C(C(=CC=C1)Cl)C1=NSN=C1O (3-(2,6-dichlorophenyl)-4-hydroxy-1,2,5-thiadiazole), C(OC(Cl)(Cl)Cl)(OC(Cl)(Cl)Cl)=O (bis(trichloromethyl) carbonate), C(#N)CCNC (N-(2-cyanoethyl)-N-methylamine), N1=CC=CC=C1 (pyridine). The solvent is ClCCl (dichloromethane), O (water). Reaction conditions: time 12 hour. Yields the product CN(CCC#N)C(=O)OC1=NSN=C1C2=C(C=CC=C2Cl)Cl (N-(2-cyanoethyl)-N-methyl [3-(2,6-dichlorophenyl)-1,2,5-thiadiazo1-4-yl] carbamate). The yield is 290.8%. As a reaction SMILES: [Cl:1][C:2]1[CH:7]=[CH:6][CH:5]=[C:4]([Cl:8])[C:3]=1[C:9]1[C:13]([OH:14])=[N:12][S:11][N:10]=1.[C:15](=[O:26])(OC(Cl)(Cl)Cl)OC(Cl)(Cl)Cl.N1C=CC=CC=1.[C:33]([CH2:35][CH2:36][NH:37][CH3:38])#[N:34]>ClCCl.O>[CH3:38][N:37]([C:15]([O:14][C:13]1[C:9]([C:3]2[C:2]([Cl:1])=[CH:7][CH:6]=[CH:5][C:4]=2[Cl:8])=[N:10][S:11][N:12]=1)=[O:26])[CH2:36][CH2:35][C:33]#[N:34]. Procedure: In 50 mL of dichloromethane, were dissolved 1.98 g of 3-(2,6-dichlorophenyl)-4-hydroxy-1,2,5-thiadiazole, and 0.8 g of bis(trichloromethyl) carbonate. Thereto, 0.7 g of pyridine was added. The mixture was stirred at room temperature for 12 hours. Thereto, 1.51 g of N-(2-cyanoethyl)-N-methylamine was added. The mixture was stirred at room temperature for 12 hours. The reaction mixture was poured into water, and was extracted with dichloromethane. The dichloromethane layer was washed with dilute h...